This data is from the Open Reaction Database (ORD), a public repository of structured organic reaction records. The task is: describe an organic reaction: reactants, conditions, products, and yield Starting materials: C1(CCCCCC1)=O (cycloheptanone), C1(CCCCCC1)=NO (cycloheptanone oxime), [N+](=O)([O-])C1CCCCCC1 (nitrocycloheptane), C1CCCCCC1 (Cycloheptane), N(=O)OC(C)(C)C (t-butyl nitrite), ON1C(C=2C(C1=O)=CC=CC2)=O (N-hydroxyphthalimide). Solvent: C(C)(=O)O (acetic acid). Run at temperature 80 celsius, time 20 hour. The product is C(C)(=O)OC1CCCCCC1 (cycloheptyl acetate). As a reaction SMILES: C1CCCCCC1.N([O:10][C:11](C)(C)[CH3:12])=O.ON1[C:20](=[O:21])[C:19]2=[CH:22][CH:23]=[CH:24][CH:25]=[C:18]2C1=O.C1(=NO)CCCCCC1.[N+](C1CCCCCC1)([O-])=O.C1(=O)CCCCCC1>C(O)(=O)C>[C:11]([O:21][CH:20]1[CH2:18][CH2:25][CH2:24][CH2:23][CH2:22][CH2:19]1)(=[O:10])[CH3:12]. Reported procedure: Cycloheptane (1 ml), t-butyl nitrite (1 mmol), N-hydroxyphthalimide (0.2 mmol), and acetic acid (1 ml) were placed in a flask and were stirred at 80° C. in an atmosphere of argon gas (1 atm=0.101 MPa) for 20 hours. The resulting reaction mixture was analyzed to find that cycloheptanone oxime, nitrocycloheptane, cycloheptanone, and cycloheptyl acetate were formed in yields of 21%, 3%, 7%, and less than 1%, respectively.